From a dataset of the Open Reaction Database (ORD), a public repository of structured organic reaction records. describe an organic reaction: reactants, conditions, products, and yield RXN SMILES: [CH:1]1[C:11]2[CH:10]=[CH:9][C:8]3[CH:12]=[CH:13][CH:14]=[CH:15][C:7]=3[C:6](=[O:16])[C:5]=2[CH:4]=[CH:3][CH:2]=1.Br[CH2:18][C:19]([O:21][CH2:22][CH3:23])=[O:20].C([O-])(=O)C>[Zn].C1C=CC=CC=1>[CH2:22]([O:21][C:19](=[O:20])[CH2:18][C:6]1([OH:16])[C:7]2[CH:15]=[CH:14][CH:13]=[CH:12][C:8]=2[CH:9]=[CH:10][C:11]2[CH:1]=[CH:2][CH:3]=[CH:4][C:5]1=2)[CH3:23]. The product is C(C)OC(CC1(C2=C(C=CC3=C1C=CC=C3)C=CC=C2)O)=O (5-hydroxy-dibenzo[a,d]cyclohepten-5-acetic acid ethyl ester). Run in C1=CC=CC=C1 (benzene), C1=CC=CC=C1 (benzene). Procedure details: To a suspension of 8.35 g. of activated zinc in 120 ml. of absolute benzene is added at room temperature a solution of 10.3 g. of dibenzo[a,d]cyclohepten-5-one and 8.35 g. of ethyl bromoacetate in 50 ml. of absolute benzene. After about one quarter of said solution has been so added the mixture is heated at reflux until the resulting reaction subsides and then the remainder of the solution is added while maintaining reflux temperatures. After addition is completed the resulting mixture is reflux... The reagents and catalysts are [Zn] (zinc). Starting materials: C1=CC=CC=2C(C3=C(C=CC21)C=CC=C3)=O (dibenzo[a,d]cyclohepten-5-one), BrCC(=O)OCC (ethyl bromoacetate), C(C)(=O)[O-] (acetate).